This data is from the Open Reaction Database (ORD), a public repository of structured organic reaction records. The task is: describe an organic reaction: reactants, conditions, products, and yield Procedure details: At 0° C., cyclopropylisothiocyanate (0.32 ml) was added to a solution of N-((1R)-1-aminomethyl-2-phenylethyl)-N-methylcarbamic acid tert-butylester (410 mg, 1.6 mmol) in dichloromethane (4 ml). The reaction mixture was first stirred at 0° C. for 10 min, and successively for 2.5 h at room temperature. The solvent were removed in vacuo. The crude product was purified by flash chromatography on silica (50 g) using ethyl acetate/heptane as eluent to give 492 mg of N-((1R)1-benzyl-2-(3-cyclopropylthi... The product is C(C)(C)(C)OC(N(C)[C@@H](CNC(=S)NC1CC1)CC1=CC=CC=C1)=O (N-((1R)1-benzyl-2-(3-cyclopropylthioureido)ethyl)-N-methylcarbamic acid tert-butylester). Run in ClCCl (dichloromethane). Conditions: temperature 0 celsius, time 10 minute. Reaction SMILES: [CH:1]1([N:4]=[C:5]=[S:6])[CH2:3][CH2:2]1.[C:7]([O:11][C:12](=[O:25])[N:13]([C@@H:15]([CH2:23][NH2:24])[CH2:16][C:17]1[CH:22]=[CH:21][CH:20]=[CH:19][CH:18]=1)[CH3:14])([CH3:10])([CH3:9])[CH3:8]>ClCCl>[C:7]([O:11][C:12](=[O:25])[N:13]([C@H:15]([CH2:16][C:17]1[CH:22]=[CH:21][CH:20]=[CH:19][CH:18]=1)[CH2:23][NH:24][C:5]([NH:4][CH:1]1[CH2:3][CH2:2]1)=[S:6])[CH3:14])([CH3:10])([CH3:8])[CH3:9]. Starting materials: C1(CC1)N=C=S (cyclopropylisothiocyanate), C(C)(C)(C)OC(N(C)[C@H](CC1=CC=CC=C1)CN)=O (N-((1R)-1-aminomethyl-2-phenylethyl)-N-methylcarbamic acid tert-butylester).